This data is from the Open Reaction Database (ORD), a public repository of structured organic reaction records. The task is: describe an organic reaction: reactants, conditions, products, and yield The reactants are BrC(Br)(Br)Br (tetrabromo-methane), C1(=CC=CC=C1)P(C1=CC=CC=C1)C1=CC=CC=C1 (triphenyl-phosphine), C(CCC)N(C(COCCCCCO)=O)C (N-butyl-[(5hydroxypentyl)-oxy]-N-methyl acetamide). Run in C(Cl)Cl (methylene chloride). Run at temperature 0 celsius, time 1 hour. Yields the product BrCCCCCOCC(=O)N(C)CCCC ([(5-bromopentyl)-oxy]-N-butyl-N-methyl acetamide). The yield is 81.8%. RXN SMILES: Br[C:2]([Br:5])(Br)Br.C1(P(C2C=CC=CC=2)C2C=CC=CC=2)C=CC=CC=1.[CH2:25]([N:29]([CH3:40])[C:30](=[O:39])[CH2:31][O:32][CH2:33][CH2:34][CH2:35][CH2:36]CO)[CH2:26][CH2:27][CH3:28]>C(Cl)Cl>[Br:5][CH2:2][CH2:36][CH2:35][CH2:34][CH2:33][O:32][CH2:31][C:30]([N:29]([CH2:25][CH2:26][CH2:27][CH3:28])[CH3:40])=[O:39]. Procedure details: 13 g of tetrabromo-methane and 10.3 g of triphenyl-phosphine were added at -10° C. to a solution of 7.2 g of the product of Step C in 73 ml of methylene chloride. The reaction medium was stirred for one hour at 0° C. and chromatographed on silica (eluant: ethyl acetate-cyclohexane 7-3) to obtain 7.49 g of the desired compound. The reactants are C(CC)(=O)O (propionic acid), B (boron hydride), C(C1=CC=CC=C1)OC=1C=C(C=CC1O)CCNC(C(O)C1=CC=C(C=C1)OCC1=CC=CC=C1)=O (N-[2-(3-benzyloxy-4-hydroxyphenyl)-ethyl]-4-benzyloxy-mandelamide). The solvent is O1CCCC1 (tetrahydrofurane), O1CCCC1 (tetrahydrofurane). The product is C(C1=CC=CC=C1)OC1=CC=C(C=C1)C(CNCCC1=CC(OCC2=CC=CC=C2)=C(O)C=C1)O (N-[2-(4-Benzyloxyphenyl)-2-hydroxyethyl]-3-O-benzyldopamine). As a reaction SMILES: B.[CH2:2]([O:9][C:10]1[CH:11]=[C:12]([CH2:17][CH2:18][NH:19][C:20](=O)[CH:21]([C:23]2[CH:28]=[CH:27][C:26]([O:29][CH2:30][C:31]3[CH:36]=[CH:35][CH:34]=[CH:33][CH:32]=3)=[CH:25][CH:24]=2)[OH:22])[CH:13]=[CH:14][C:15]=1[OH:16])[C:3]1[CH:8]=[CH:7][CH:6]=[CH:5][CH:4]=1.C(O)(=O)CC>O1CCCC1>[CH2:30]([O:29][C:26]1[CH:25]=[CH:24][C:23]([CH:21]([OH:22])[CH2:20][NH:19][CH2:18][CH2:17][C:12]2[CH:13]=[CH:14][C:15]([OH:16])=[C:10]([O:9][CH2:2][C:3]3[CH:8]=[CH:7][CH:6]=[CH:5][CH:4]=3)[CH:11]=2)=[CH:28][CH:27]=1)[C:31]1[CH:36]=[CH:35][CH:34]=[CH:33][CH:32]=1. Procedure: 148 ml of 1.67M boron hydride in tetrahydrofurane were added to a solution of 11.3 g of N-[2-(3-benzyloxy-4-hydroxyphenyl)-ethyl]-4-benzyloxy-mandelamide (obtained as described in example 67) in 100 ml of tetrahydrofurane. After 3 hours under reflux, the mixture was cooled and 6.93 g of propionic acid were added. The mixture was refluxed again for 1 hour and then evaporated to dryness. The resulting oil was dissolved in methylene chloride, washed with water and diluted sodium hydroxide, dried ov... Starting materials: O=C([O-])[O-], COC(=O)CC1=C(C)Cc2ccc(O)cc21, CC#N, ClCc1ccc2ccccc2n1, [K+], [K+], C1COCCOCCOCCOCCOCCO1. The product is COC(=O)CC1=C(C)Cc2ccc(OCc3ccc4ccccc4n3)cc21. RXN SMILES: [C:17](=[O:18])([O-:19])[O-:20].[CH3:1][O:2][C:3]([CH2:4][C:5]1=[C:6]([CH3:15])[CH2:7][c:8]2[cH:9][cH:10][c:11]([OH:14])[cH:12][c:13]21)=[O:16].[CH3:53][C:54]#[N:55].[Cl:41][CH2:42][c:43]1[n:44][c:45]2[cH:46][cH:47][cH:48][cH:49][c:50]2[cH:51][cH:52]1.[K+:21].[K+:22].[O:23]1[CH2:24][CH2:25][O:26][CH2:27][CH2:28][O:29][CH2:30][CH2:31][O:32][CH2:33][CH2:34][O:35][CH2:36][CH2:37][O:38][CH2:39][CH2:40]1>>[CH3:1][O:2][C:3]([CH2:4][C:5]1=[C:6]([CH3:15])[CH2:7][c:8]2[cH:9][cH:10][c:11]([O:14][CH2:42][c:43]3[n:44][c:45]4[cH:46][cH:47][cH:48][cH:49][c:50]4[cH:51][cH:52]3)[cH:12][c:13]21)=[O:16].